This data is from the Open Reaction Database (ORD), a public repository of structured organic reaction records. The task is: describe an organic reaction: reactants, conditions, products, and yield The reactants are O=C([O-])O, O=C1Cc2ccccc2C1, O=C(OO)c1cccc(Cl)c1, ClCCl, [Na+], [Na+], [Na+], O=S([O-])([O-])=S. Yields the product O=C1Cc2ccccc2CO1. Reaction SMILES: [C:11]([O-:12])(=[O:13])[OH:14].[CH2:1]1[C:2](=[O:10])[CH2:3][c:4]2[cH:5][cH:6][cH:7][cH:8][c:9]21.[Cl:16][c:17]1[cH:18][c:19]([C:23]([O:24][OH:25])=[O:26])[cH:20][cH:21][cH:22]1.[Cl:34][CH2:35][Cl:36].[Na+:15].[Na+:27].[Na+:28].[O-:29][S:30]([O-:31])(=[S:32])=[O:33]>>[CH2:1]1[c:9]2[c:4]([cH:5][cH:6][cH:7][cH:8]2)[CH2:3][C:2](=[O:10])[O:12]1. The reactants are Brc1cccnc1, c1ccc(CN2CC3CNC(C3)C2)cc1. The product is c1ccc(CN2CC3CC(C2)N(c2cccnc2)C3)cc1. Reaction SMILES: [Br:16][c:17]1[cH:18][n:19][cH:20][cH:21][cH:22]1.[CH2:1]([c:2]1[cH:3][cH:4][cH:5][cH:6][cH:7]1)[N:8]1[CH2:9][CH:10]2[CH2:11][NH:12][CH:13]([CH2:14]1)[CH2:15]2>>[CH2:1]([c:2]1[cH:3][cH:4][cH:5][cH:6][cH:7]1)[N:8]1[CH2:9][CH:10]2[CH2:11][N:12]([c:17]3[cH:18][n:19][cH:20][cH:21][cH:22]3)[CH:13]([CH2:14]1)[CH2:15]2. Reactants: FC1=C(C=CC=C1)C1=CC(=CN1)C=O (5-(2-fluorophenyl)-1H-pyrrole-3-carbaldehyde), [H-].[Na+] (sodium hydride), S(=O)(=O)(Cl)Cl (sulfonyl chloride), C1COCCOCCOCCOCCO1 (15-Crown-5). Run in O1CCCC1 (tetrahydrofuran), [Cl-].[Na+].O (brine). Run at time 30 minute. Yields the product FC1=C(C=CC=C1)C=1N(C=C(C1)C=O)S(=O)(=O)C1=C(C#N)C=CC=C1 (2-{[2-(2-Fluorophenyl)-4-formyl-1H-pyrrol-1-yl]sulfonyl}benzonitrile). Isolated yield 154.2%. As a reaction SMILES: [F:1][C:2]1[CH:7]=[CH:6][CH:5]=[CH:4][C:3]=1[C:8]1[NH:12][CH:11]=[C:10]([CH:13]=[O:14])[CH:9]=1.[H-].[Na+].C1O[CH2:30][CH2:29]OCCOCCOCCOC1.[S:32](Cl)(Cl)(=[O:34])=[O:33]>O1CCCC1.[Cl-].[Na+].O>[F:1][C:2]1[CH:7]=[CH:6][CH:5]=[CH:4][C:3]=1[C:8]1[N:12]([S:32]([C:30]2[CH:29]=[CH:3][CH:8]=[CH:9][C:10]=2[C:11]#[N:12])(=[O:34])=[O:33])[CH:11]=[C:10]([CH:13]=[O:14])[CH:9]=1 |f:1.2,6.7.8|. Procedure details: To a solution (28 mL) of 5-(2-fluorophenyl)-1H-pyrrole-3-carbaldehyde (284 mg) in tetrahydrofuran was added sodium hydride (60% in oil, 181 mg) at room temperature and the mixture was stirred for 30 min. 15-Crown-5 (992 mg) was added dropwise and the mixture was stirred for 30 min, (2-cyanobenzene) sulfonyl chloride (606 mg) was added, and the mixture was further stirred for 1 hr. Saturated brine was added to the reaction mixture, and the mixture was extracted with ethyl acetate. The extract was... Starting materials: CC(C)CCBr, CCOCC, CON(C)C(=O)c1ccsc1, I, [Mg]. Yields the product CC(C)CCC(=O)c1ccsc1. Reaction SMILES: [Br:3][CH2:4][CH2:5][CH:6]([CH3:7])[CH3:8].[CH3:20][CH2:21][O:22][CH2:23][CH3:24].[CH3:9][O:10][N:11]([C:12](=[O:13])[c:14]1[cH:15][s:16][cH:17][cH:18]1)[CH3:19].[I:2].[Mg:1]>>[CH2:4]([CH2:5][CH:6]([CH3:7])[CH3:8])[C:12](=[O:13])[c:14]1[cH:15][s:16][cH:17][cH:18]1. Reaction SMILES: [Br-:7].[CH2:12]([C:13]1=[C:17]([Li:18])[CH2:16][CH:15]=[CH:14]1)[CH2:19][CH3:20].[CH2:21]([Li:22])[CH2:23][CH2:24][CH3:25].[CH2:59]1[O:60][CH2:61][CH2:62][CH2:63]1.[CH3:46][O:47][CH2:48][CH2:49][O:50][Al+:51][O:52][CH2:53][CH2:54][O:55][CH3:56].[CH3:65][c:66]1[cH:67][cH:68][cH:69][cH:70][cH:71]1.[CH:8]([Mg+:9])([CH3:10])[CH3:11].[Cl-:1].[Cl-:2].[Cl-:3].[Cl-:4].[Cl-:5].[Cl:26][Ta:27]([C:28]1=[C:29]([CH2:33][CH2:34][CH3:35])[CH:30]=[CH:31][CH2:32]1)([C:36]1=[C:37]([CH2:41][CH2:42][CH3:43])[CH:38]=[CH:39][CH2:40]1)[Cl:44].[H-:45].[H-:58].[Na+:57].[OH2:64].[Ta+5:6]>>[TaH3:27]([C:28]1=[C:29]([CH2:33][CH2:34][CH3:35])[CH:30]=[CH:31][CH2:32]1)[C:36]1=[C:37]([CH2:41][CH2:42][CH3:43])[CH:38]=[CH:39][CH2:40]1. The product is CCCC1=C([TaH3]C2=C(CCC)C=CC2)CC=C1. Starting materials: [Br-], [Li]C1=C(CCC)C=CC1, [Li]CCCC, C1CCOC1, COCCO[Al+]OCCOC, Cc1ccccc1, CC(C)[Mg+], [Cl-], [Cl-], [Cl-], [Cl-], [Cl-], CCCC1=C([Ta](Cl)(Cl)C2=C(CCC)C=CC2)CC=C1, [H-], [H-], [Na+], O, [Ta+5]. Starting materials: C(C)(C)(C)OC(=O)NCC1=NC=C(C2=CC(=C(C=C12)OC)OC)CC(=O)O ([1-(tert-butoxycarbonylamino-methyl)-6,7-dimethoxy-isoquinolin-4-yl]-acetic acid), C1NCCC2=CC=CC=C12 (1,2,3,4-tetrahydro-isoquinoline). The product is C(C)(C)(C)OC(NCC1=NC=C(C2=CC(=C(C=C12)OC)OC)CC(=O)N1CC2=CC=CC=C2CC1)=O ({4-[2-(3,4-dihydro-1H-isoquinolin-2-yl)-2-oxo-ethyl]-6,7-dimethoxy-isoquinolin-1-ylmethyl}-carbamic acid tert-butyl ester). As a reaction SMILES: [C:1]([O:5][C:6]([NH:8][CH2:9][C:10]1[C:19]2[C:14](=[CH:15][C:16]([O:22][CH3:23])=[C:17]([O:20][CH3:21])[CH:18]=2)[C:13]([CH2:24][C:25](O)=[O:26])=[CH:12][N:11]=1)=[O:7])([CH3:4])([CH3:3])[CH3:2].[CH2:28]1[C:37]2[C:32](=[CH:33][CH:34]=[CH:35][CH:36]=2)[CH2:31][CH2:30][NH:29]1>>[C:1]([O:5][C:6](=[O:7])[NH:8][CH2:9][C:10]1[C:19]2[C:14](=[CH:15][C:16]([O:22][CH3:23])=[C:17]([O:20][CH3:21])[CH:18]=2)[C:13]([CH2:24][C:25]([N:29]2[CH2:30][CH2:31][C:32]3[C:37](=[CH:36][CH:35]=[CH:34][CH:33]=3)[CH2:28]2)=[O:26])=[CH:12][N:11]=1)([CH3:3])([CH3:2])[CH3:4]. Procedure details: As described in Example 1, 94 mg of [1-(tert-butoxycarbonylamino-methyl)-6,7-dimethoxy-isoquinolin-4-yl]-acetic acid was coupled with 1,2,3,4-tetrahydro-isoquinoline to give 94 mg of {4-[2-(3,4-dihydro-1H-isoquinolin-2-yl)-2-oxo-ethyl]-6,7-dimethoxy-isoquinolin-1-ylmethyl}-carbamic acid tert-butyl ester. MS: APCI (M+H) calc'd for C28H33N3O5+H 492.6; found 492.0. Run at temperature 100 celsius. Product: ClC=1C(=C(C=CC1)NC1=NC=NC2=CC(=C(C=C12)CN(C1(CCN(CC1)CC1CC1)C(=O)N)C)OC)F (4-[({4-[(3-chloro-2-fluorophenyl)amino]-7-methoxyquinazolin-6-yl}methyl)(methyl)amino]-1-(cyclopropylmethyl)piperidine-4-carboxamide). Isolated yield 27.9%. Procedure: DIPEA (0.068 g, 0.522 mmol) and cyclopropylmethylbromide (0.035 g, 0.260 mmol) were added to a stirred solution of 4-[({4-[(3-chloro-2-fluorophenyl)amino]-7-methoxyquinazolin-6-yl}methyl)(methyl)amino]piperidine-4-c arboxamide hydrochloride (0.10 g, 0.172 mmol) in dimethylformamide (1 ml). The reaction mixture was heated at 100° C. for 5 hours, cooled to room temperature and purified by preparative LCMS (standard acidic system) to give the title product (0.0253 g, 27.8%) as a white solid; 1H NMR... The solvent is CN(C=O)C (dimethylformamide). The reactants are CCN(C(C)C)C(C)C (DIPEA), C1(CC1)CBr (cyclopropylmethylbromide), Cl.ClC=1C(=C(C=CC1)NC1=NC=NC2=CC(=C(C=C12)CN(C1(CCNCC1)C(=O)N)C)OC)F (4-[({4-[(3-chloro-2-fluorophenyl)amino]-7-methoxyquinazolin-6-yl}methyl)(methyl)amino]piperidine-4-c arboxamide hydrochloride). RXN SMILES: CCN(C(C)C)C(C)C.[CH:10]1([CH2:13]Br)[CH2:12][CH2:11]1.Cl.[Cl:16][C:17]1[C:18]([F:48])=[C:19]([NH:23][C:24]2[C:33]3[C:28](=[CH:29][C:30]([O:46][CH3:47])=[C:31]([CH2:34][N:35]([CH3:45])[C:36]4([C:42]([NH2:44])=[O:43])[CH2:41][CH2:40][NH:39][CH2:38][CH2:37]4)[CH:32]=3)[N:27]=[CH:26][N:25]=2)[CH:20]=[CH:21][CH:22]=1>CN(C)C=O>[Cl:16][C:17]1[C:18]([F:48])=[C:19]([NH:23][C:24]2[C:33]3[C:28](=[CH:29][C:30]([O:46][CH3:47])=[C:31]([CH2:34][N:35]([CH3:45])[C:36]4([C:42]([NH2:44])=[O:43])[CH2:41][CH2:40][N:39]([CH2:13][CH:10]5[CH2:12][CH2:11]5)[CH2:38][CH2:37]4)[CH:32]=3)[N:27]=[CH:26][N:25]=2)[CH:20]=[CH:21][CH:22]=1 |f:2.3|. Starting materials: BrN1C(CCC1=O)=O (N-bromosuccinimide), C(C)(C)(C)OC(=O)N1CC2N(C=3C=C(C=CC3C2)C(F)(F)F)C(C1)C (4-Methyl-7-trifluoromethyl-3,4,10,10a-tetrahydro-1H-pyrazino[1,2-a]indole-2-carboxylic acid tert-butyl ester), ice water. Run in CN(C=O)C (dimethylformamide). Reaction conditions: time 1 hour. Product: C(C)(C)(C)OC(=O)N1C[C@@H]2N(C=3C=C(C(=CC3C2)Br)C(F)(F)F)[C@@H](C1)C ((4R,10aR)-8-Bromo-4-methyl-7-trifluoromethyl-3,4,10,10a-tetrahydro-1H-pyrazino[1,2-a]indole-2-carboxylic acid tert-butyl ester). RXN SMILES: [C:1]([O:5][C:6]([N:8]1[CH2:24][CH:23]([CH3:25])[N:11]2[C:12]3[CH:13]=[C:14]([C:19]([F:22])([F:21])[F:20])[CH:15]=[CH:16][C:17]=3[CH2:18][CH:10]2[CH2:9]1)=[O:7])([CH3:4])([CH3:3])[CH3:2].[Br:26]N1C(=O)CCC1=O>CN(C)C=O>[C:1]([O:5][C:6]([N:8]1[CH2:24][C@@H:23]([CH3:25])[N:11]2[C:12]3[CH:13]=[C:14]([C:19]([F:20])([F:21])[F:22])[C:15]([Br:26])=[CH:16][C:17]=3[CH2:18][C@@H:10]2[CH2:9]1)=[O:7])([CH3:4])([CH3:2])[CH3:3]. Reported procedure: 4-Methyl-7-trifluoromethyl-3,4,10,10a-tetrahydro-1H-pyrazino[1,2-a]indole-2-carboxylic acid tert-butyl ester (0.83 g; 2.4 mmol) was dissolved in dimethylformamide (7 mL) and N-bromosuccinimide (0.43 g, 2.5 mmol) was added in portions. The mixture was stirred for 1 h, added to ice water (500 mL) and extracted with diethylether (2×150 mL). Organic phases were pooled, washed with water, dried with MgSO4 and the solvent was removed in vacuo. Chromatography on silica gel (n-hexane/diethylether 4:1) y... Reactants: COC(CCCCCCCBr)=O (methyl-8-bromo-octanoate), C1(=CC=CC=C1)P(C1=CC=CC=C1)C1=CC=CC=C1 (triphenylphosphine), C1(=CC=CC=C1)P(C1=CC=CC=C1)C1=CC=CC=C1 (triphenylphosphine). Run in CC#N (CH3CN). Yields the product COC(CCCCCCCP(C1=CC=CC=C1)(C1=CC=CC=C1)C1=CC=CC=C1)=O.[Br-] (methyl-8-triphenylphosphoranyl-octanoate bromide). The yield is 84.1%. As a reaction SMILES: [CH3:1][O:2][C:3](=[O:12])[CH2:4][CH2:5][CH2:6][CH2:7][CH2:8][CH2:9][CH2:10][Br:11].[C:13]1([P:19]([C:26]2[CH:31]=[CH:30][CH:29]=[CH:28][CH:27]=2)[C:20]2[CH:25]=[CH:24][CH:23]=[CH:22][CH:21]=2)[CH:18]=[CH:17][CH:16]=[CH:15][CH:14]=1>CC#N>[CH3:1][O:2][C:3](=[O:12])[CH2:4][CH2:5][CH2:6][CH2:7][CH2:8][CH2:9][CH2:10][PH:19]([C:20]1[CH:21]=[CH:22][CH:23]=[CH:24][CH:25]=1)([C:26]1[CH:31]=[CH:30][CH:29]=[CH:28][CH:27]=1)[C:13]1[CH:14]=[CH:15][CH:16]=[CH:17][CH:18]=1.[Br-:11] |f:3.4|. Reported procedure: A solution of 8 (1.25 g, 5.23 mmol, 1.0 equiv.) in CH3CN (4.0 mL, 1.31M) was treated with triphenylphosphine (1.50 g, 5.75 mmol, 1.1 equiv.) and stirred at reflux for 10 h. Additional triphenylphosphine (0.685 g, 2.61 mmol 0.5 equiv.) was added to the reaction mixture and stirring was continued at reflux for 5 h. The reaction mixture was concentrated under reduced pressure and washed repeatedly with Et2O (5×10 mL washes). The remaining residue was then solubilized in the minimum volume of CH2Cl2... The reactants are [H-].[Na+] (Sodium hydride), O[C@@H](CC(=O)OC)CCCCCCCCCCC (methyl(R)-3-hydroxytetradecanoate), BrC(C(=O)Cl)CCCCCC (2-bromooctanoyl chloride). Run in O1CCCC1 (tetrahydrofuran), O1CCCC1 (tetrahydrofuran). Conditions: time 25 minute. Product: COC(CCCCCCCCCCCCC)=O (tetradecanoic acid methyl ester), (R)-3-[2-bromo-1-oxooctyl)oxy. Isolated yield 30.0%. RXN SMILES: [H-].[Na+].O[C@H:4]([CH2:10][CH2:11][CH2:12][CH2:13][CH2:14][CH2:15][CH2:16][CH2:17][CH2:18][CH2:19][CH3:20])[CH2:5][C:6]([O:8][CH3:9])=[O:7].BrC(CCCCCC)C(Cl)=O>O1CCCC1>[CH3:9][O:8][C:6](=[O:7])[CH2:5][CH2:4][CH2:10][CH2:11][CH2:12][CH2:13][CH2:14][CH2:15][CH2:16][CH2:17][CH2:18][CH2:19][CH3:20] |f:0.1|. Procedure: 98 mg (3.3 mmol) Sodium hydride (80% in mineral oil) was added to a solution of 764 mg (2.96 mmol) methyl(R)-3-hydroxytetradecanoate in 20.0 mL tetrahydrofuran. After 25 minutes, a solution of 732 mg (3.03 mmol) 2-bromooctanoyl chloride in 10.0 mL tetrahydrofuran was added dropwise via syringe to the cloudy off-white mixture. After 10 minutes at 0° C., the reaction flask was removed from the cold bath for 24 hours. The mixture was poured into 100 mL 10% NaHCO3 and extraction with ether (3×50 mL)...